From a dataset of the Open Reaction Database (ORD), a public repository of structured organic reaction records. describe an organic reaction: reactants, conditions, products, and yield Starting materials: O=CNc1cc(C(O)CBr)ccc1OCc1ccccc1, CC(C)(C)[Si](C)(C)Cl, CC(=O)OC(C)C, CN(C)C=O, c1c[nH]cn1. The product is CC(C)(C)[Si](C)(C)OC(CBr)c1ccc(OCc2ccccc2)c(NC=O)c1. As a reaction SMILES: [Br:1][CH2:2][CH:3]([OH:4])[c:5]1[cH:6][c:7]([NH:19][CH:20]=[O:21])[c:8]([O:11][CH2:12][c:13]2[cH:14][cH:15][cH:16][cH:17][cH:18]2)[cH:9][cH:10]1.[C:27]([CH3:28])([CH3:29])([CH3:30])[Si:31]([CH3:32])([CH3:33])[Cl:34].[C:40]([O:41][CH:42]([CH3:43])[CH3:44])(=[O:45])[CH3:46].[CH3:35][N:36]([CH3:37])[CH:38]=[O:39].[nH:22]1[cH:23][cH:24][n:25][cH:26]1>>[Br:1][CH2:2][CH:3]([O:4][Si:31]([C:27]([CH3:28])([CH3:29])[CH3:30])([CH3:32])[CH3:33])[c:5]1[cH:6][c:7]([NH:19][CH:20]=[O:21])[c:8]([O:11][CH2:12][c:13]2[cH:14][cH:15][cH:16][cH:17][cH:18]2)[cH:9][cH:10]1. Starting materials: O=P(Cl)(Cl)Cl (POCl3), FC1=CC=CC(=N1)C=1N(C=CN1)CC1=C(C=2N(C=N1)C=C(N2)C(=O)N)CCC (7-[2-(6-fluoro-pyridin-2-yl)-imidazol-1-ylmethyl]-8-propyl-imidazo[1,2-c]pyrimidine-2-carboxylic acid amide). Solvent: N1=CC=CC=C1 (pyridine). Reaction conditions: time 8 hour. The product is FC1=CC=CC(=N1)C=1N(C=CN1)CC1=C(C=2N(C=N1)C=C(N2)C#N)CCC (7-[2-(6-fluoro-pyridin-2-yl)-imidazol-1-ylmethyl]-8-propyl-imidazo[1,2-c]pyrimidine-2-carbonitrile). Reaction SMILES: O=P(Cl)(Cl)Cl.[F:6][C:7]1[N:12]=[C:11]([C:13]2[N:14]([CH2:18][C:19]3[N:24]=[CH:23][N:22]4[CH:25]=[C:26]([C:28]([NH2:30])=O)[N:27]=[C:21]4[C:20]=3[CH2:31][CH2:32][CH3:33])[CH:15]=[CH:16][N:17]=2)[CH:10]=[CH:9][CH:8]=1>N1C=CC=CC=1>[F:6][C:7]1[N:12]=[C:11]([C:13]2[N:14]([CH2:18][C:19]3[N:24]=[CH:23][N:22]4[CH:25]=[C:26]([C:28]#[N:30])[N:27]=[C:21]4[C:20]=3[CH2:31][CH2:32][CH3:33])[CH:15]=[CH:16][N:17]=2)[CH:10]=[CH:9][CH:8]=1. Reported procedure: POCl3 (0.5 ml) is added to a solution of 128 (0.75 mmol) in pyridine (3 ml) and the mixture is stirred at room temperature overnight. The solvent is evaporated and the residue is purified by PTLC (5% MeOH in CH2Cl2) to afford the product (127); LC-MS, M+1 362.1; 1H-NMR (CDCl3) δ: 8.77 (s, 1H), 8.11 (dd, 1H), 8.03 (s, 1H), 7.82 (q, 1H), 7.19 (s, 1H), 7.18 (s, 1H), 6.82 (dd, 1H), 6.03 (s, 2H), 3.11–3.17 (m, 2H), 1.67–1.75 (m, 2H), 1.01 (t, 3H).